This data is from the Open Reaction Database (ORD), a public repository of structured organic reaction records. The task is: describe an organic reaction: reactants, conditions, products, and yield The reactants are Cl (hydrochloric acid), 294925h, FC(C=1C=C(N)C=CC1)(F)F (3-trifluoromethylaniline), S(O)(O)(=O)=O (sulfuric acid), N(=O)[O-].[Na+] (sodium nitrite), C(C)=NO (acetaldoxime), C([O-])(O)=O.[Na+] (sodium bicarbonate), cuprous sulfate. The product is CC(=O)C1=CC(=CC=C1)C(F)(F)F (3-trifluoromethylacetophenone). Yield: 70.0%. RXN SMILES: [F:1][C:2]([F:11])([F:10])[C:3]1[CH:4]=[C:5]([CH:7]=[CH:8][CH:9]=1)N.S(=O)(=O)(O)O.N([O-])=O.[Na+].[CH:21](=NO)[CH3:22].C(=O)(O)[O-:26].[Na+].Cl>>[CH3:22][C:21]([C:5]1[CH:7]=[CH:8][CH:9]=[C:3]([C:2]([F:11])([F:10])[F:1])[CH:4]=1)=[O:26] |f:2.3,5.6|. Procedure: A third example is described in Research Disclosure (1997), 402 (Oct) P706 (No. 40221), (CA 127:294925h). This reference teaches the multi-step reaction of 3-trifluoromethylaniline sequentially with a) aqueous sulfuric acid, b) aqueous sodium nitrite, c) aqueous acetaldoxime, d) cuprous sulfate and sodium bicarbonate and e) hydrochloric acid to form 3-trifluoromethylacetophenone in 70% yield. However, the overall volume efficiency of this process scheme is very low. The reactants are ClC1=CC=C(OC(C2CO2)O)C=C1 (1-p-chlorophenoxy-2,3-epoxypropanol), C(C1=CC=CC=C1)NCC#C (N-benzylpropargylamine). Yields the product C(C1=CC=CC=C1)N(CC(COC1=CC=C(C=C1)Cl)O)CC#C (1-(N-benzylpropargylamino)-3-p-chlorophenoxy-2-propanol). Reaction SMILES: [Cl:1][C:2]1[CH:13]=[CH:12][C:5]([O:6][CH:7](O)[CH:8]2[O:10][CH2:9]2)=[CH:4][CH:3]=1.[CH2:14]([NH:21][CH2:22][C:23]#[CH:24])[C:15]1[CH:20]=[CH:19][CH:18]=[CH:17][CH:16]=1>>[CH2:14]([N:21]([CH2:22][C:23]#[CH:24])[CH2:9][CH:8]([OH:10])[CH2:7][O:6][C:5]1[CH:12]=[CH:13][C:2]([Cl:1])=[CH:3][CH:4]=1)[C:15]1[CH:20]=[CH:19][CH:18]=[CH:17][CH:16]=1. Procedure details: Upon refluxing 6.36 g. of 1-p-chlorophenoxy-2,3-epoxypropanol with 5 g. of N-benzylpropargylamine in 50 ml. of ethanol and subsequent removal of the solvent as in Example 1, a yellow oil is obtained. Placing this oil on a silica gel column and eluting said column with ethyl acetate produces the pure yellow liquid 1-(N-benzylpropargylamino)-3-p-chlorophenoxy-2-propanol which shows IR and NMR spectra in accordance with its structure and proper analyses for C19H20NO2Cl. Reactants: [Si](C)(C)(C(C)(C)C)O[C@H]1C[C@@H](CC2=CC=C3[C@@H]4CC[C@@H]([C@@]4(C)CC[C@@H]3[C@@]12C)COCCC(C)(C)O)O[Si](C)(C)C(C)(C)C (1α,3β-bis(tert-butyldimethylsilyloxy)-17β-(3-hydroxy-3-methylbutoxymethyl)androsta-5,7-diene), O1CCCC1.[F-].C(CCC)[N+](CCCC)(CCCC)CCCC (tetra-n-butylammonium fluoride tetrahydrofuran). The solvent is C(C)(=O)OCC (ethyl acetate). The product is O[C@H]1C[C@@H](CC2=CC=C3[C@@H]4CC[C@@H]([C@@]4(C)CC[C@@H]3[C@@]12C)COCCC(C)(C)O)O (1α,3β-dihydroxy-17β-(3-hydroxy-3-methylbutoxymethyl)androsta-5,7-diene). The yield is 91.7%. As a reaction SMILES: [Si]([O:8][C@@H:9]1[C@@:26]2([CH3:27])[C:13](=[CH:14][CH:15]=[C:16]3[C@@H:25]2[CH2:24][CH2:23][C@@:21]2([CH3:22])[C@H:17]3[CH2:18][CH2:19][C@@H:20]2[CH2:28][O:29][CH2:30][CH2:31][C:32]([OH:35])([CH3:34])[CH3:33])[CH2:12][C@@H:11]([O:36][Si](C(C)(C)C)(C)C)[CH2:10]1)(C(C)(C)C)(C)C.O1CCCC1.[F-].C([N+](CCCC)(CCCC)CCCC)CCC>C(OCC)(=O)C>[OH:8][C@@H:9]1[C@@:26]2([CH3:27])[C:13](=[CH:14][CH:15]=[C:16]3[C@@H:25]2[CH2:24][CH2:23][C@@:21]2([CH3:22])[C@H:17]3[CH2:18][CH2:19][C@@H:20]2[CH2:28][O:29][CH2:30][CH2:31][C:32]([OH:35])([CH3:34])[CH3:33])[CH2:12][C@@H:11]([OH:36])[CH2:10]1 |f:1.2.3|. Procedure details: To 1α,3β-bis(tert-butyldimethylsilyloxy)-17β-(3-hydroxy-3-methylbutoxymethyl)androsta-5,7-diene (700 mg), was added a 1M tetra-n-butylammonium fluoride tetrahydrofuran solution (20 ml), followed by reaction for 6 hours. After adding ethyl acetate, the reaction mixture was washed with saturated brine, a saturated aqueous sodium bicarbonate solution and saturated brine. The organic layer was dried over anhydrous magnesium sulfate, evaporated under reduced pressure to remove the solvent and the res... Starting materials: C(=O)(OC(C)(C)C)N[C@@H](CC1=CC=C(C=C1)[N+](=O)[O-])C(=O)O (Boc-p-nitro-L-phenylalanine), N1CCOCC1 (morpholine). The product is C(=O)(OC(C)(C)C)N[C@@H](CC1=CC=C(C=C1)[N+](=O)[O-])C(=O)N1CCOCC1 (N-(Boc-p-nitro-L-phenylalanyl)morpholine). Isolated yield 96.0%. Reaction SMILES: [C:1]([NH:8][C@H:9]([C:20]([OH:22])=O)[CH2:10][C:11]1[CH:16]=[CH:15][C:14]([N+:17]([O-:19])=[O:18])=[CH:13][CH:12]=1)([O:3][C:4]([CH3:7])([CH3:6])[CH3:5])=[O:2].[NH:23]1[CH2:28][CH2:27][O:26][CH2:25][CH2:24]1>>[C:1]([NH:8][C@H:9]([C:20]([N:23]1[CH2:28][CH2:27][O:26][CH2:25][CH2:24]1)=[O:22])[CH2:10][C:11]1[CH:12]=[CH:13][C:14]([N+:17]([O-:19])=[O:18])=[CH:15][CH:16]=1)([O:3][C:4]([CH3:5])([CH3:6])[CH3:7])=[O:2]. Procedure details: In substantially the same manner as in Example 5, morpholine (290 μl) was condensed with Boc-p-nitro-L-phenylalanine (996 mg, Bachem Fein Chemikalien AG, Switzerland) to give N-(Boc-p-nitro-L-phenylalanyl)morpholine (1.22 g) as a white powder (yield 96%). After Boc group elimination with 4N HCl/ethyl acetate, the product was condensed with (2S,3S)-ethyl hydrogen trans-epoxysuccinate as obtained in Reference Example 8 (465 mg) to yield the title compound (compound 71; 878 mg) as a white powder (y... Reactants: CN1CCC(S)CC1, CNc1c([N+](=O)[O-])ccc(Cl)c1Cl, [H-], [Na+], CN(C)C=O. Product: CNc1c([N+](=O)[O-])ccc(SC2CCN(C)CC2)c1Cl. RXN SMILES: [CH3:16][N:17]1[CH2:18][CH2:19][CH:20]([SH:23])[CH2:21][CH2:22]1.[Cl:1][c:2]1[c:3]([NH:12][CH3:13])[c:4]([N+:9](=[O:10])[O-:11])[cH:5][cH:6][c:7]1[Cl:8].[H-:15].[Na+:14].[O:24]=[CH:25][N:26]([CH3:27])[CH3:28]>>[Cl:1][c:2]1[c:3]([NH:12][CH3:13])[c:4]([N+:9](=[O:10])[O-:11])[cH:5][cH:6][c:7]1[S:23][CH:20]1[CH2:19][CH2:18][N:17]([CH3:16])[CH2:22][CH2:21]1. Reported procedure: 4-Pyridin-4-yl-1,3-dihydroindol-2-one was condensed with 3-(2-formyl-4,5,6,7-tetrahydro-1H-indol-3-yl)-propionic acid to give the title compound. Reactants: N1=CC=C(C=C1)C1=C2CC(NC2=CC=C1)=O (4-Pyridin-4-yl-1,3-dihydroindol-2-one), C(=O)C=1NC=2CCCCC2C1CCC(=O)O (3-(2-formyl-4,5,6,7-tetrahydro-1H-indol-3-yl)-propionic acid). Reaction SMILES: [N:1]1[CH:6]=[CH:5][C:4]([C:7]2[CH:15]=[CH:14][CH:13]=[C:12]3[C:8]=2[CH2:9][C:10](=[O:16])[NH:11]3)=[CH:3][CH:2]=1.[CH:17]([C:19]1[NH:20][C:21]2[CH2:22][CH2:23][CH2:24][CH2:25][C:26]=2[C:27]=1[CH2:28][CH2:29][C:30]([OH:32])=[O:31])=O>>[O:16]=[C:10]1[C:9](=[CH:17][C:19]2[NH:20][C:21]3[CH2:22][CH2:23][CH2:24][CH2:25][C:26]=3[C:27]=2[CH2:28][CH2:29][C:30]([OH:32])=[O:31])[C:8]2[C:12](=[CH:13][CH:14]=[CH:15][C:7]=2[C:4]2[CH:5]=[CH:6][N:1]=[CH:2][CH:3]=2)[NH:11]1. Yields the product O=C1NC2=CC=CC(=C2C1=CC=1NC=2CCCCC2C1CCC(=O)O)C1=CC=NC=C1 (3-[2-(2-Oxo-4-pyridin-4-yl-1,2-dihydroindol-3-ylidenemethyl)-4,5,6,7-tetrahydro-1H-indol-3-yl]-propionic Acid). The reactants are O.O.[Sn](Cl)(Cl)(Cl)Cl (tin chloride dihydrate), [N+](=O)([O-])C1=CC=C(C=C1)N1CCN(CC1)CC1=CC=CC=C1 (4-(4-nitrophenyl)-1-(phenylmethyl)piperazine). The solvent is C(C)O (ethanol). The product is C1(=CC=CC=C1)CN1CCN(CC1)C1=CC=C(C=C1)N (4-[4-(Phenylmethyl)piperazin-1-yl]benzenamine). Reaction SMILES: O.O.[Sn](Cl)(Cl)(Cl)Cl.[N+:8]([C:11]1[CH:16]=[CH:15][C:14]([N:17]2[CH2:22][CH2:21][N:20]([CH2:23][C:24]3[CH:29]=[CH:28][CH:27]=[CH:26][CH:25]=3)[CH2:19][CH2:18]2)=[CH:13][CH:12]=1)([O-])=O>C(O)C>[C:24]1([CH2:23][N:20]2[CH2:19][CH2:18][N:17]([C:14]3[CH:13]=[CH:12][C:11]([NH2:8])=[CH:16][CH:15]=3)[CH2:22][CH2:21]2)[CH:25]=[CH:26][CH:27]=[CH:28][CH:29]=1 |f:0.1.2|. Procedure details: Add 474 g (2.10 mol) tin chloride dihydrate to a refluxing solution of 125 g (0.420 mol) 4-(4-nitrophenyl)-1-(phenylmethyl)piperazine in ethanol. Reflux the solution for about 15 h then cool to room temperature and remove the solvent. Dissolve the residue in water and adjust to pH 12 withsodium hydroxide. Extract the aqueous solution with methylene chloride and dry the organic layer with anhydrous sodium sulfate. Concentration at reduced pressure gives the title compound. Starting materials: C(C1=CC=CC=C1)OC(=O)NC=1C=C(C(=O)OC)C=CC1C#CCCC (methyl 3-benzyloxycarbonylamino-4-(1-pentynyl)benzoate). Reagents/catalysts: [Cl-].[Na+].[Au+3].[Cl-].[Cl-].[Cl-] (gold(III)sodium chloride). The solvent is O1CCCC1 (tetrahydrofuran). Yields the product C(C1=CC=CC=C1)OC(=O)N1C(=CC2=CC=C(C=C12)C(=O)OC)CCC (methyl 1-benzyloxycarbonyl-2-propylindole-6-carboxylate). Isolated yield 89.8%. Reaction SMILES: [CH2:1]([O:8][C:9]([NH:11][C:12]1[CH:13]=[C:14]([CH:19]=[CH:20][C:21]=1[C:22]#[C:23][CH2:24][CH2:25][CH3:26])[C:15]([O:17][CH3:18])=[O:16])=[O:10])[C:2]1[CH:7]=[CH:6][CH:5]=[CH:4][CH:3]=1>O1CCCC1.[Cl-].[Na+].[Au+3].[Cl-].[Cl-].[Cl-]>[CH2:1]([O:8][C:9]([N:11]1[C:12]2[C:21](=[CH:20][CH:19]=[C:14]([C:15]([O:17][CH3:18])=[O:16])[CH:13]=2)[CH:22]=[C:23]1[CH2:24][CH2:25][CH3:26])=[O:10])[C:2]1[CH:7]=[CH:6][CH:5]=[CH:4][CH:3]=1 |f:2.3.4.5.6.7|. Procedure: To a solution of methyl 3-benzyloxycarbonylamino-4-(1-pentynyl)benzoate (949 mg) in tetrahydrofuran (24 ml) was added gold(III)sodium chloride (24 mg) under argon atmosphere, and the mixture was heated under reflux for 100 minutes. The solvent was evaporated in vacuo and the residue was chromatographed on silica gel eluting with a mixture of hexane, dichloromethane, and ethyl acetate (6:3:2) to give methyl 1-benzyloxycarbonyl-2-propylindole-6-carboxylate (852 mg) as colorless crystals. Starting materials: C(C)C(C(C(=O)[O-])=O)Br (Ethylbromopyruvate), C(N)([S-])=S.[NH4+] (ammonium dithiocarbamate), CCO (EtOH), O (water). Conditions: time 18 hour. Product: C(=O)(OCC)C=1N=C(SC1)S (4-carboethoxy-2-mercapto thiazole). Reaction SMILES: C([CH:3](Br)[C:4](=O)[C:5]([O-:7])=[O:6])C.[C:10](=[S:13])([S-:12])[NH2:11].[NH4+].O.[CH3:16][CH2:17]O>>[C:5]([C:4]1[N:11]=[C:10]([SH:12])[S:13][CH:3]=1)([O:7][CH2:16][CH3:17])=[O:6] |f:1.2|. Procedure details: Ethylbromopyruvate (7.1 mL, 56.8 mmol) was added to a slurry of ammonium dithiocarbamate (6.25 g, 56.8 mmol) in EtOH (35 mL). The solution was stirred at rt 18 h, then heated at 70°-80° C. for 2 h. The solution was cooled to 10° C. and water (70 mL) was added. The resulting precipitate was recrystallized from EtOH to give 0.7 g of 4-carboethoxy-2-mercapto thiazole. NCS (0.42 g, 3.17 mmol) was added to a solution of 4-carboethoxy-2-mercapto thiazole (0.15 g, 0.79 mmol) in CH2Cl2 (3.2 mL) and the ... Reactants: C1(=CC=CC=C1)B(O)O (phenylboronic acid), BrC1=C(C=C(C=C1)Br)[N+](=O)[O-] (2,5-dibromonitrobenzene), C([O-])([O-])=O.[K+].[K+] (potassium carbonate). The reagents and catalysts are C=1C=CC(=CC1)[P](C=2C=CC=CC2)(C=3C=CC=CC3)[Pd]([P](C=4C=CC=CC4)(C=5C=CC=CC5)C=6C=CC=CC6)([P](C=7C=CC=CC7)(C=8C=CC=CC8)C=9C=CC=CC9)[P](C=1C=CC=CC1)(C=1C=CC=CC1)C=1C=CC=CC1 (Pd(PPh3)4). The solvent is O (water), C1CCOC1 (THF). Yields the product [N+](=O)([O-])C=1C=C(C=CC1C1=C(C=C(C=C1)C1=CC=CC=C1)[N+](=O)[O-])C1=CC=CC=C1 (3′,2″-dinitro-p-quaterphenyl). Reaction SMILES: [C:1]1(B(O)O)[CH:6]=[CH:5][CH:4]=[CH:3][CH:2]=1.Br[C:11]1[CH:16]=[CH:15][C:14](Br)=[CH:13][C:12]=1[N+:18]([O-:20])=[O:19].C(=O)([O-])[O-].[K+].[K+]>O.C1COCC1.C1C=CC([P]([Pd]([P](C2C=CC=CC=2)(C2C=CC=CC=2)C2C=CC=CC=2)([P](C2C=CC=CC=2)(C2C=CC=CC=2)C2C=CC=CC=2)[P](C2C=CC=CC=2)(C2C=CC=CC=2)C2C=CC=CC=2)(C2C=CC=CC=2)C2C=CC=CC=2)=CC=1>[N+:18]([C:2]1[CH:3]=[C:4]([C:11]2[CH:16]=[CH:15][CH:14]=[CH:13][CH:12]=2)[CH:5]=[CH:6][C:1]=1[C:11]1[CH:16]=[CH:15][C:14]([C:2]2[CH:3]=[CH:4][CH:5]=[CH:6][CH:1]=2)=[CH:13][C:12]=1[N+:18]([O-:20])=[O:19])([O-:20])=[O:19] |f:2.3.4,^1:36,38,57,76|. Procedure details: 2.4 g (2.1 mmol) of Pd(PPh3)4 are added to a well-stirred, degassed suspension of 18.8 g (154.5 mmol) of phenylboronic acid, 30 g (74.6 mmol) of 2,5-dibromonitrobenzene and 53 g (212.7 mmol) of potassium carbonate in a mixture of 300 ml of water and 300 ml of THF, and the mixture is heated under reflux for 20 hours. After cooling, the organic phase is separated off, washed three times with 200 ml of water and once with 200 ml of saturated sodium chloride solution, dried over magnesium sulfate an...